From a dataset of the Open Reaction Database (ORD), a public repository of structured organic reaction records. describe an organic reaction: reactants, conditions, products, and yield Reactants: C1(=CC=CC=C1)COC1=CC=2C3=C(N(C2C=C1)CC1=CC=CC=C1)CCN(C3)C(=O)OCC (ethyl 1,3,4,5-tetrahydro-8-(phenyl-methoxy)-5-(phenyl-methyl)-2H-pyrido[4,3-b]indole-2-carboxylate), [OH-].[K+] (KOH). The solvent is CC(C)O (2-propanol). Yields the product C1(=CC=CC=C1)COC1=CC=2C3=C(N(C2C=C1)CC1=CC=CC=C1)CCNC3 (2,3,4,5-tetrahydro-8-(phenyl-methoxy)-5-(phenylmethyl)-1H-pyrido[4,3-b]indole). The yield is 91.9%. Reaction SMILES: [C:1]1([CH2:7][O:8][C:9]2[CH:17]=[CH:16][C:15]3[N:14]([CH2:18][C:19]4[CH:24]=[CH:23][CH:22]=[CH:21][CH:20]=4)[C:13]4[CH2:25][CH2:26][N:27](C(OCC)=O)[CH2:28][C:12]=4[C:11]=3[CH:10]=2)[CH:6]=[CH:5][CH:4]=[CH:3][CH:2]=1.[OH-].[K+]>CC(O)C>[C:1]1([CH2:7][O:8][C:9]2[CH:17]=[CH:16][C:15]3[N:14]([CH2:18][C:19]4[CH:20]=[CH:21][CH:22]=[CH:23][CH:24]=4)[C:13]4[CH2:25][CH2:26][NH:27][CH2:28][C:12]=4[C:11]=3[CH:10]=2)[CH:6]=[CH:5][CH:4]=[CH:3][CH:2]=1 |f:1.2|. Reported procedure: A mixture of intermediate (2) (0.067 mol) and KOH (0.67 mol) in 2-propanol (250 ml) was stirred and refluxed for 5 hours. The solvent was evaporated. Water (300 ml) was added and the organic solvent was removed azeotropically. The precipitate was filtered off and dissolved in CH2Cl2 (300 ml). The organic solution was dried, filtered and the solvent was evaporated. The residue was washed in CH3CN (50 ml), filtered off and dried, yielding 22.7 g (92%) of 2,3,4,5-tetrahydro-8-(phenyl-methoxy)-5-(ph... Starting materials: ice, C1=CC=CC=2OCC3=C(C(C21)O)C=CC=C3 (6,11-dihydrodibenzo[b,e] oxepine-11-ol), S(=O)(Cl)Cl (thionyl chloride). Solvent: C(Cl)Cl (methylene chloride). Reaction conditions: time 1 hour. Product: ClC1C2=C(OCC3=C1C=CC=C3)C=CC=C2 (11-chloro-6,11-dihydrodibenzo[b,e] oxepine). RXN SMILES: [CH:1]1[C:11]2[CH:10](O)[C:9]3[CH:13]=[CH:14][CH:15]=[CH:16][C:8]=3[CH2:7][O:6][C:5]=2[CH:4]=[CH:3][CH:2]=1.S(Cl)([Cl:19])=O>C(Cl)Cl>[Cl:19][CH:10]1[C:9]2[CH:13]=[CH:14][CH:15]=[CH:16][C:8]=2[CH2:7][O:6][C:5]2[CH:4]=[CH:3][CH:2]=[CH:1][C:11]1=2. Procedure details: To an ice-cooled suspension of 6,11-dihydrodibenzo[b,e] oxepine-11-ol (4.0 g) in methylene chloride (80 ml) was added thionyl chloride (2.74 ml). The mixture was stirred at room temperature for 1 hour. The reaction mixture was then concentrated under reduced pressure to give 11-chloro-6,11-dihydrodibenzo[b,e] oxepine as an oily substance. The whole substance was used for next reaction without isolation and purification. Starting materials: [Al+3], CCOC(=O)c1cnn(-c2ccc(OC)c(C#N)c2)c1, [Cl-], [Cl-], [Cl-], CC(Cl)Cl, O. Product: CCOC(=O)c1cnn(-c2ccc(O)c(C#N)c2)c1. Reaction SMILES: [Al+3:22].[C:1](#[N:2])[c:3]1[cH:4][c:5](-[n:11]2[n:12][cH:13][c:14]([C:16](=[O:17])[O:18][CH2:19][CH3:20])[cH:15]2)[cH:6][cH:7][c:8]1[O:9][CH3:10].[Cl-:21].[Cl-:23].[Cl-:24].[Cl:26][CH:27]([Cl:28])[CH3:29].[OH2:25]>>[C:1](#[N:2])[c:3]1[cH:4][c:5](-[n:11]2[n:12][cH:13][c:14]([C:16](=[O:17])[O:18][CH2:19][CH3:20])[cH:15]2)[cH:6][cH:7][c:8]1[OH:9]. The reactants are [OH-].[Na+] (NaOH), ClS(=O)(=O)C=1C=CC(=C(C(=O)O)C1)OC(F)(F)F (5-chlorosulfonyl-2-trifluoromethoxy-benzoic acid), ClS(=O)(=O)C=1C=CC(=C(C(=O)O)C1)OC(F)(F)F (5-chlorosulfonyl-2-trifluoromethoxy-benzoic acid), S(=O)([O-])[O-].[Na+].[Na+] (sodium sulfite), OS(=O)(=O)O (H2SO4). The solvent is O (water). Reaction conditions: time 45 minute. The product is S(=O)(O)C=1C=CC(=C(C(=O)O)C1)OC(F)(F)F (5-Sulfino-2-trifluoromethoxy-benzoic acid). The yield is 99.2%. As a reaction SMILES: Cl[S:2]([C:5]1[CH:6]=[CH:7][C:8]([O:14][C:15]([F:18])([F:17])[F:16])=[C:9]([CH:13]=1)[C:10]([OH:12])=[O:11])(=[O:4])=[O:3].S([O-])([O-])=O.[Na+].[Na+].[OH-].[Na+].OS(O)(=O)=O>O>[S:2]([C:5]1[CH:6]=[CH:7][C:8]([O:14][C:15]([F:16])([F:17])[F:18])=[C:9]([CH:13]=1)[C:10]([OH:12])=[O:11])([OH:4])=[O:3] |f:1.2.3,4.5|. Procedure details: 5-chlorosulfonyl-2-trifluoromethoxy-benzoic acid (1.0 g, compound 2.9.a) was added portionwise onto a solution of sodium sulfite (3.1 g) in 16 mL of water. The reaction mixture was kept under basic conditions by the addition of the proper amount of 20% NaOH and was stirred at room temperature for 45 minutes. After such time the reaction mixture was cooled down with an ice bath and was then acidified by the addition of 20% H2SO4 solution until reaching pH 2. The solution was then extracted severa... The reactants are ClC1=C(C=C(C=C1)[N+](=O)[O-])S(=O)(=O)N (2-chloro-5-nitrobenzenesulfonamide), N (ammonia), N (ammonia). Conditions: temperature 120 celsius. The product is NC1=C(C=C(C=C1)[N+](=O)[O-])S(=O)(=O)N (2-Amino-5-nitrobenzenesulfonamide). Reaction SMILES: Cl[C:2]1[CH:7]=[CH:6][C:5]([N+:8]([O-:10])=[O:9])=[CH:4][C:3]=1[S:11]([NH2:14])(=[O:13])=[O:12].[NH3:15]>>[NH2:15][C:2]1[CH:7]=[CH:6][C:5]([N+:8]([O-:10])=[O:9])=[CH:4][C:3]=1[S:11]([NH2:14])(=[O:13])=[O:12]. Reported procedure: A suspension of 2-chloro-5-nitrobenzenesulfonamide (8 g) in concentrated aqueous ammonia (80 mL) was saturated with ammonia just before its introduction into a sealed vessel. The former was placed in an autoclave and heated at 120° C. for 5 h. The reaction mixture was then concentrated to the half volume by evaporation under reduced pressure and the resulting precipitate was collected by filtration, washed with water and dried to give the title compound (yield: 6.1 g); m.p. 202-204° C.